Dataset: the Open Reaction Database (ORD), a public repository of structured organic reaction records. Task: describe an organic reaction: reactants, conditions, products, and yield The reactants are [Na+].[Na+].C(CCCCCCCCCCCCCCCCCC)NC=1C=C(C(C(=O)[O-])=CC1)C(=O)[O-] (4-nonadecylaminophthalic acid disodium salt), 4-alkylaminophthalic acids, [Na+].[Na+].C(CCCCCCCCCCCCCC)NC=1C=C(C(C(=O)[O-])=CC1)C(=O)[O-] (4-pentadecylaminophthalic acid disodium salt), [Na+].[Na+].C(CCCCCCCCC)NC=1C=C(C(C(=O)[O-])=CC1)C(=O)[O-] (4-decylaminophthalic acid disodium salt), [Na+].[Na+].C(CCCCCCCCCCCCCCCC)NC=1C=C(C(C(=O)[O-])=CC1)C(=O)[O-] (4-heptadecylaminophthalic acid disodium salt), [Na+].[Na+].C(CCCCCCCCCC)NC=1C=C(C(C(=O)[O-])=CC1)C(=O)[O-] (4-undecylaminophthalic acid disodium salt), [Na+].[Na+].C(CCCCCCCCCCCCCCCCC)NC=1C=C(C(C(=O)[O-])=CC1)C(=O)[O-] (4-octadecylaminophthalic acid disodium salt), [Na+].[Na+].C(CCCCCCCCCCCC)NC=1C=C(C(C(=O)[O-])=CC1)C(=O)[O-] (4-tridecylaminophthalic acid disodium salt), [Na+].[Na+].CC(CCCCCCCCCCCCCNC=1C=C(C(C(=O)[O-])=CC1)C(=O)[O-])C (4-(14-methylpentadecyl)aminophthalic acid disodium salt), [Na+].[Na+].C(CCCCCCCCCCCCC)NC=1C=C(C(C(=O)[O-])=CC1)C(=O)[O-] (4-tetradecylaminophthalic acid disodium salt), [Na+].[Na+].C(CCCCCCCCCCC)NC=1C=C(C(C(=O)[O-])=CC1)C(=O)[O-] (4-dodecylaminophthalic acid disodium salt), [Na+].[Na+].C(CCCCCCC)NC=1C=C(C(C(=O)[O-])=CC1)C(=O)[O-] (4-octylaminophthalic acid disodium salt), [Na+].[Na+].C(CCCCCCCC)NC=1C=C(C(C(=O)[O-])=CC1)C(=O)[O-] (4-nonylaminophthalic acid disodium salt), [Na+].[Na+].CC(CCCCCCCCCC)NC=1C=C(C(C(=O)[O-])=CC1)C(=O)[O-] (4-(1-methylundecyl)aminophthalic acid disodium salt). Yields the product [Na+].[Na+].C(CCCCCCCCCCCCCCC)NC=1C=C(C(C(=O)[O-])=CC1)C(=O)[O-] (4-Hexadecylaminophthalic acid Disodium Salt). As a reaction SMILES: [Na+:1].[Na+].[CH2:3]([NH:11][C:12]1[CH:13]=[C:14]([C:21]([O-:23])=[O:22])[C:15](=[CH:19][CH:20]=1)[C:16]([O-:18])=[O:17])[CH2:4][CH2:5][CH2:6][CH2:7][CH2:8][CH2:9][CH3:10].[Na+].[Na+].[CH2:26](NC1C=C(C([O-])=O)C(=CC=1)C([O-])=O)[CH2:27][CH2:28][CH2:29][CH2:30][CH2:31][CH2:32][CH2:33]C.[Na+].[Na+].C(NC1C=C(C([O-])=O)C(=CC=1)C([O-])=O)CCCCCCCCC.[Na+].[Na+].C(NC1C=C(C([O-])=O)C(=CC=1)C([O-])=O)CCCCCCCCCC.[Na+].[Na+].CC(NC1C=C(C([O-])=O)C(=CC=1)C([O-])=O)CCCCCCCCCC.[Na+].[Na+].C(NC1C=C(C([O-])=O)C(=CC=1)C([O-])=O)CCCCCCCCCCC.[Na+].[Na+].C(NC1C=C(C([O-])=O)C(=CC=1)C([O-])=O)CCCCCCCCCCCC.[Na+].[Na+].C(NC1C=C(C([O-])=O)C(=CC=1)C([O-])=O)CCCCCCCCCCCCC.[Na+].[Na+].C(NC1C=C(C([O-])=O)C(=CC=1)C([O-])=O)CCCCCCCCCCCCCC.[Na+].[Na+].CC(C)CCCCCCCCCCCCCNC1C=C(C([O-])=O)C(=CC=1)C([O-])=O.[Na+].[Na+].C(NC1C=C(C([O-])=O)C(=CC=1)C([O-])=O)CCCCCCCCCCCCCCCC.[Na+].[Na+].C(NC1C=C(C([O-])=O)C(=CC=1)C([O-])=O)CCCCCCCCCCCCCCCCC.[Na+].[Na+].C(NC1C=C(C([O-])=O)C(=CC=1)C([O-])=O)CCCCCCCCCCCCCCCCCC>>[Na+:1].[Na+:1].[CH2:3]([NH:11][C:12]1[CH:13]=[C:14]([C:21]([O-:23])=[O:22])[C:15](=[CH:19][CH:20]=1)[C:16]([O-:18])=[O:17])[CH2:4][CH2:5][CH2:6][CH2:7][CH2:8][CH2:9][CH2:10][CH2:26][CH2:27][CH2:28][CH2:29][CH2:30][CH2:31][CH2:32][CH3:33] |f:0.1.2,3.4.5,6.7.8,9.10.11,12.13.14,15.16.17,18.19.20,21.22.23,24.25.26,27.28.29,30.31.32,33.34.35,36.37.38,39.40.41|. Procedure details: Similarly, the 4-alkylaminophthalic acids described in Example 12 give, respectively, 4-octylaminophthalic acid disodium salt, 4-nonylaminophthalic acid disodium salt, 4-decylaminophthalic acid disodium salt, 4-undecylaminophthalic acid disodium salt, 4-(1-methylundecyl)aminophthalic acid disodium salt, 4-dodecylaminophthalic acid disodium salt, 4-tridecylaminophthalic acid disodium salt, 4-tetradecylaminophthalic acid disodium salt, 4-pentadecylaminophthalic acid disodium salt, 4-(14-methylpent... Reactants: C(=O)NC=1SC(=C(N1)C(C(=O)OCC)=O)Cl (Ethyl (2-formamido-5-chlorothiazol-4-yl)glyoxylate), aqueous solution, [OH-].[K+] (potassium hydroxide), Cl (hydrochloric acid), C([O-])(O)=O.[Na+] (sodium bicarbonate), C(C=C)ON (allyloxyamine), resultant mixture. Solvent: O1CCCC1 (tetrahydrofuran), N1=CC=CC=C1 (pyridine). Run at time 10 minute. Yields the product C(=O)NC=1SC(=C(N1)C(C(=O)O)=NOCC=C)Cl (2-(2-formamido-5-chlorothiazol-4-yl)-2-allyloxyiminoacetic acid). The yield is 56.1%. As a reaction SMILES: [CH:1]([NH:3][C:4]1[S:5][C:6]([Cl:16])=[C:7]([C:9](=O)[C:10]([O:12]CC)=[O:11])[N:8]=1)=[O:2].[OH-].[K+].Cl.[CH2:20]([O:23][NH2:24])[CH:21]=[CH2:22].C(=O)(O)[O-].[Na+]>O1CCCC1.N1C=CC=CC=1>[CH:1]([NH:3][C:4]1[S:5][C:6]([Cl:16])=[C:7]([C:9](=[N:24][O:23][CH2:20][CH:21]=[CH2:22])[C:10]([OH:12])=[O:11])[N:8]=1)=[O:2] |f:1.2,5.6|. Reported procedure: Ethyl (2-formamido-5-chlorothiazol-4-yl)glyoxylate (40.0 g) was added to 1N aqueous solution of potassium hydroxide (305 ml) at ambient temperature and stirred for 10 minutes. The reaction mixture was adjusted to pH 2.0 with 10% aqueous hydrochloric acid under ice cooling. A solution of allyloxyamine (14.4 g) in tetrahydrofuran (200 ml) was added to the stirred suspension of the above mixture in pyridine (54.1 g) at ambient temperature and stirred for 4 hours at the same temperature. The resulta... Reactants: c1ccc2c(c1)CNC2, Cc1ccc(C=CCCl)cc1, CCO, Cl. Yields the product Cc1ccc(C=CCN2Cc3ccccc3C2)cc1, Cl. As a reaction SMILES: [CH2:12]1[NH:13][CH2:14][c:15]2[cH:16][cH:17][cH:18][cH:19][c:20]21.[CH3:1][c:2]1[cH:3][cH:4][c:5]([CH:6]=[CH:7][CH2:8][Cl:9])[cH:10][cH:11]1.[CH3:22][CH2:23][OH:24].[ClH:21]>>[CH3:1][c:2]1[cH:3][cH:4][c:5]([CH:6]=[CH:7][CH2:8][N:13]2[CH2:12][c:20]3[c:15]([cH:16][cH:17][cH:18][cH:19]3)[CH2:14]2)[cH:10][cH:11]1.[ClH:9]. RXN SMILES: Br[CH2:2][C:3]1[CH:4]=[CH:5][C:6]2[O:10][N:9]=[C:8]([C:11]3[CH:16]=[CH:15][C:14]([Cl:17])=[CH:13][CH:12]=3)[C:7]=2[CH:18]=1.[C-:19]#[N:20].[Na+]>CN(C)C=O>[Cl:17][C:14]1[CH:15]=[CH:16][C:11]([C:8]2[C:7]3[CH:18]=[C:3]([CH2:2][C:19]#[N:20])[CH:4]=[CH:5][C:6]=3[O:10][N:9]=2)=[CH:12][CH:13]=1 |f:1.2|. Procedure details: A mixture of 5-bromomethyl-3-(4-chlorophenyl)-1,2-benzisoxazole (45 g.) and sodium cyanide (7.4 g.) in dry dimethylformamide (800 ml.) was heated on a steam bath for 3 hours. The mixture was filtered and the filtrate was evaporated to dryness, to give 3-(4-chlorophenyl)-1,2-benzisoxazol-5-ylacetonitrile (m.p. 118°C.). Reactants: BrCC=1C=CC2=C(C(=NO2)C2=CC=C(C=C2)Cl)C1 (5-bromomethyl-3-(4-chlorophenyl)-1,2-benzisoxazole), [C-]#N.[Na+] (sodium cyanide). Run in CN(C=O)C (dimethylformamide). The product is ClC1=CC=C(C=C1)C1=NOC2=C1C=C(C=C2)CC#N (3-(4-chlorophenyl)-1,2-benzisoxazol-5-ylacetonitrile). The reactants are C(C)(C)(C)ON=C1C=C(OC2=CC=C(C=C12)OCCCCl)C1=CC=2N(C=N1)C=CC2 (6-(3-chloro-propoxy)-2-pyrrolo[1,2-c]pyrimidin-3-yl-chromen-4-one O-tert-butyl oxime), FC=1C=C(C=CC1)O (3-fluorophenol). The product is FC=1C=C(OCCCOC=2C=C3C(C=C(OC3=CC2)C2=CC=3N(C=N2)C=CC3)=NO)C=CC1 (6-[3-(3-Fluoro-phenoxy)-propoxy]-2-pyrrolo[1,2-c]pyrimidin-3-yl-chromen-4-one oxime). Reaction SMILES: C([O:5][N:6]=[C:7]1[C:16]2[C:11](=[CH:12][CH:13]=[C:14]([O:17][CH2:18][CH2:19][CH2:20]Cl)[CH:15]=2)[O:10][C:9]([C:22]2[N:27]=[CH:26][N:25]3[CH:28]=[CH:29][CH:30]=[C:24]3[CH:23]=2)=[CH:8]1)(C)(C)C.[F:31][C:32]1[CH:33]=[C:34]([OH:38])[CH:35]=[CH:36][CH:37]=1>>[F:31][C:32]1[CH:33]=[C:34]([CH:35]=[CH:36][CH:37]=1)[O:38][CH2:20][CH2:19][CH2:18][O:17][C:14]1[CH:15]=[C:16]2[C:11](=[CH:12][CH:13]=1)[O:10][C:9]([C:22]1[N:27]=[CH:26][N:25]3[CH:28]=[CH:29][CH:30]=[C:24]3[CH:23]=1)=[CH:8][C:7]2=[N:6][OH:5]. Reported procedure: 6-[3-(3-Fluoro-phenoxy)-propoxy]-2-pyrrolo[1,2-c]pyrimidin-3-yl-chromen-4-one oxime was prepared in 46% overall yield using the method described in example 161, starting from 6-(3-chloro-propoxy)-2-pyrrolo[1,2-c]pyrimidin-3-yl-chromen-4-one O-tert-butyl oxime (example 101A) and 3-fluorophenol. The reactants are OC(C(CC1=CC(=CC=C1)OC(C(F)F)(F)F)NC(=O)C=1C=CC=C2C1C=CCCC2)C2=CC=C(C=C2)O (N-{(1RS,2SR)-2-hydroxy-2-(4-hydroxyphenyl)-1-[3-(1,1,2,2-tetrafluoroethoxy)benzyl]ethyl}-6,7-dihydro-5H-benzo[a][7]annulene-1-carboxamide), C([O-])([O-])=O.[K+].[K+] (potassium carbonate), ICCCC (1-iodobutane). The solvent is CN(C=O)C (N,N-dimethylformamide), O (water). Run at time 8 hour. Product: C(CCC)OC1=CC=C(C=C1)C(C(CC1=CC(=CC=C1)OC(C(F)F)(F)F)NC(=O)C=1C=CC=C2C1C=CCCC2)O (N-{(1RS,2SR)-2-(4-butoxyphenyl)-2-hydroxy-1-[3-(1,1,2,2-tetrafluoroethoxy)benzyl]ethyl}-6,7-dihydro-5H-benzo[a][7]annulene-1-carboxamide). RXN SMILES: [OH:1][CH:2]([C:32]1[CH:37]=[CH:36][C:35]([OH:38])=[CH:34][CH:33]=1)[CH:3]([NH:18][C:19]([C:21]1[CH:22]=[CH:23][CH:24]=[C:25]2[CH2:31][CH2:30][CH2:29][CH:28]=[CH:27][C:26]=12)=[O:20])[CH2:4][C:5]1[CH:10]=[CH:9][CH:8]=[C:7]([O:11][C:12]([F:17])([F:16])[CH:13]([F:15])[F:14])[CH:6]=1.C(=O)([O-])[O-].[K+].[K+].I[CH2:46][CH2:47][CH2:48][CH3:49]>CN(C)C=O.O>[CH2:46]([O:38][C:35]1[CH:36]=[CH:37][C:32]([CH:2]([OH:1])[CH:3]([NH:18][C:19]([C:21]2[CH:22]=[CH:23][CH:24]=[C:25]3[CH2:31][CH2:30][CH2:29][CH:28]=[CH:27][C:26]=23)=[O:20])[CH2:4][C:5]2[CH:10]=[CH:9][CH:8]=[C:7]([O:11][C:12]([F:16])([F:17])[CH:13]([F:15])[F:14])[CH:6]=2)=[CH:33][CH:34]=1)[CH2:47][CH2:48][CH3:49] |f:1.2.3|. Reported procedure: To a solution of N-{(1RS,2SR)-2-hydroxy-2-(4-hydroxyphenyl)-1-[3-(1,1,2,2-tetrafluoroethoxy)benzyl]ethyl}-6,7-dihydro-5H-benzo[a][7]annulene-1-carboxamide (400 mg, 0.755 mmol) in N,N-dimethylformamide (15 ml) were added potassium carbonate (313 mg, 2.27 mmol) and 1-iodobutane (417 mg, 2.27 mmol), and the mixture was stirred overnight at room temperature. The reaction solution was diluted with water (100 ml) and extracted with ethyl acetate (100 ml×2). The extract was washed successively with wat... The reactants are IC1=CC(=C(OCCN2CCCC2)C=C1)[N+](=O)[O-] (1-[2-(4-iodo-2-nitro-phenoxy)-ethyl]-pyrrolidine), ClC1=CC=C(C=C1)C=1C=CC(=NC1)C#C (5-(4-chloro-phenyl)-2-ethynyl-pyridine). The product is ClC1=CC=C(C=C1)C=1C=CC(=NC1)C#CC1=CC(=C(C=C1)OCCN1CCCC1)[N+](=O)[O-] (5-(4-chloro-phenyl)-2-[3-nitro-4-(2-pyrrolidin-1-yl-ethoxy)-phenylethynyl]-pyridine). RXN SMILES: I[C:2]1[CH:15]=[CH:14][C:5]([O:6][CH2:7][CH2:8][N:9]2[CH2:13][CH2:12][CH2:11][CH2:10]2)=[C:4]([N+:16]([O-:18])=[O:17])[CH:3]=1.[Cl:19][C:20]1[CH:25]=[CH:24][C:23]([C:26]2[CH:27]=[CH:28][C:29]([C:32]#[CH:33])=[N:30][CH:31]=2)=[CH:22][CH:21]=1>>[Cl:19][C:20]1[CH:21]=[CH:22][C:23]([C:26]2[CH:27]=[CH:28][C:29]([C:32]#[C:33][C:2]3[CH:15]=[CH:14][C:5]([O:6][CH2:7][CH2:8][N:9]4[CH2:13][CH2:12][CH2:11][CH2:10]4)=[C:4]([N+:16]([O-:18])=[O:17])[CH:3]=3)=[N:30][CH:31]=2)=[CH:24][CH:25]=1. Procedure: Prepared according to general working method I from 1-[2-(4-iodo-2-nitro-phenoxy)-ethyl]-pyrrolidine (600 mg, 1.66 mmol) and 5-(4-chloro-phenyl)-2-ethynyl-pyridine (363 mg, 1.70 mmol). The reactants are CN(C1=NC=C(C(N1)=O)C(=O)OCC)C (Ethyl 3,4-dihydro-2-dimethylamino-4-oxopyrimidine-5-carboxylate), [OH-].[Na+] (NaOH), Cl (HCl). Isolated yield 93.7%. The product is CN(C1=NC=C(C(N1)=O)C(=O)O)C (3,4-Dihydro-2-dimethylamino-4-oxopyrimidine-5-carboxylic acid). The solvent is O (water). Reaction SMILES: [CH3:1][N:2]([CH3:15])[C:3]1[NH:8][C:7](=[O:9])[C:6]([C:10]([O:12]CC)=[O:11])=[CH:5][N:4]=1.[OH-].[Na+].Cl>O>[CH3:1][N:2]([CH3:15])[C:3]1[NH:8][C:7](=[O:9])[C:6]([C:10]([OH:12])=[O:11])=[CH:5][N:4]=1 |f:1.2|. Reported procedure: Ethyl 3,4-dihydro-2-dimethylamino-4-oxopyrimidine-5-carboxylate (P. Dostert, T Imbert, J F Ancher, M Langlois, B Bucher and G Mocquet, Eur. J. Med. Chem.-Chim. Ther. (1982), 17, 437-44) (0.64 g) was refluxed with NaOH (304 mg) in water (16 ml) for 2 hours. The cooled solution was acidified to pH2 with 1N HCl, solid filtered off and dried under vacuum at 75° C. to give title compound (0.52 g). MS (−ve ion chemical ionisation) m/z 182 ([M−H]−, 100%).